This data is from the Open Reaction Database (ORD), a public repository of structured organic reaction records. The task is: describe an organic reaction: reactants, conditions, products, and yield Reactants: C(C)(=O)Cl (acetyl chloride), COC1=C(C=CC(=C1)OC)C1=CC(NC(N1CC(=O)NCCNC(OC(C)(C)C)=O)=S)=O (tert-butyl (2-(2-(6-(2,4-dimethoxyphenyl)-4-oxo-2-thioxo-3,4-dihydropyrimidin-1(2H)-yl)acetamido)ethyl)carbamate). Run in C(C)O (ethanol). Run at temperature 50 celsius, time 20 minute. Product: Cl.NCCNC(CN1C(NC(C=C1C1=C(C=C(C=C1)OC)OC)=O)=S)=O (N-(2-aminoethyl)-2-(6-(2,4-dimethoxyphenyl)-4-oxo-2-thioxo-3,4-dihydropyrimidin-1(2H)-yl)acetamide hydrochloride). Yield: 87.0%. RXN SMILES: C([Cl:4])(=O)C.[CH3:5][O:6][C:7]1[CH:12]=[C:11]([O:13][CH3:14])[CH:10]=[CH:9][C:8]=1[C:15]1[N:20]([CH2:21][C:22]([NH:24][CH2:25][CH2:26][NH:27]C(=O)OC(C)(C)C)=[O:23])[C:19](=[S:35])[NH:18][C:17](=[O:36])[CH:16]=1>C(O)C>[ClH:4].[NH2:27][CH2:26][CH2:25][NH:24][C:22](=[O:23])[CH2:21][N:20]1[C:15]([C:8]2[CH:9]=[CH:10][C:11]([O:13][CH3:14])=[CH:12][C:7]=2[O:6][CH3:5])=[CH:16][C:17](=[O:36])[NH:18][C:19]1=[S:35] |f:3.4|. Reported procedure: To cold (0° C.) ethanol (21.5 mL) under nitrogen was added acetyl chloride (1.55 mL) dropwise over 5 minutes, and the reaction mixture was then heated at 50° C. for 30 minutes. The reaction mixture was cooled to room temperature and tert-butyl (2-(2-(6-(2,4-dimethoxyphenyl)-4-oxo-2-thioxo-3,4-dihydropyrimidin-1(2H)-yl)acetamido)ethyl)carbamate was added (1.0 g, 2.15 mmol), followed by heating to 50° C. for 1 hour. The mixture was cooled to room temperature and concentrated under reduced pressure... The solvent is C(C)O (ethanol). Product: CC1NC(N(C1C)CCO)=NC1=C(C=CC=C1)N1CCOCC1 (4-{2-[4,5-dimethyl-1-(2-hydroxyethyl)-2-imidazolidinylideneamino]phenyl}morpholine). Reactants: CSC(NC1=C(C=CC=C1)N1CCOCC1)=N (2-methyl-1-(2-morpholinophenyl)-2-thiopseudourea), OCCNC(C(N)C)C (N-(2-hydroxyethyl)-1,2-dimethylethylenediamine). Procedure details: A mixture of 2-methyl-1-(2-morpholinophenyl)-2-thiopseudourea (12.5 g) and N-(2-hydroxyethyl)-1,2-dimethylethylenediamine (8 g) in dry ethanol (150 ml) was heated under reflux at 90°-95° C. for 6 days to give a dark brown oil which was purified by column chromatography on neutral alumina (250 g) using a 1:9 mixture of dichloromethane and hexane to give 4-{2-[4,5-dimethyl-1-(2-hydroxyethyl)-2-imidazolidinylideneamino]phenyl}morpholine as a colourless solid (m.p. 108°-109° C.) which was recrystall... RXN SMILES: CS[C:3](=N)[NH:4][C:5]1[CH:10]=[CH:9][CH:8]=[CH:7][C:6]=1[N:11]1[CH2:16][CH2:15][O:14][CH2:13][CH2:12]1.[OH:18][CH2:19][CH2:20][NH:21][CH:22]([CH3:26])[CH:23]([CH3:25])[NH2:24]>C(O)C>[CH3:25][CH:23]1[CH:22]([CH3:26])[N:21]([CH2:20][CH2:19][OH:18])[C:3](=[N:4][C:5]2[CH:10]=[CH:9][CH:8]=[CH:7][C:6]=2[N:11]2[CH2:16][CH2:15][O:14][CH2:13][CH2:12]2)[NH:24]1.